Dataset: the Open Reaction Database (ORD), a public repository of structured organic reaction records. Task: describe an organic reaction: reactants, conditions, products, and yield Starting materials: CC1(NC(CC(C1)OC(CC(C1=CC(=C(C=C1C)O)C(C)(C)C)C1=CC(=C(C=C1C)O)C(C)(C)C)=O)(C)C)C (2,2,6,6-tetramethyl-4-[3,3-bis-(3-tert.-butyl-6-methyl-4-hydroxyphenyl)-propionyloxy]-piperidine), C(C)(=O)O (acetic acid). Solvent: C(C)(=O)OC(C)=O (acetic anhydride). The product is C(C)(=O)N1C(CC(CC1(C)C)OC(CC(C1=CC(=C(C=C1C)O)C(C)(C)C)C1=CC(=C(C=C1C)O)C(C)(C)C)=O)(C)C (1-acetyl-2,2,6,6-tetramethyl-4-[3,3-bis-(3-tert.-butyl-6-methyl-4-hydroxyphenyl)-propionyloxy]-piperidine). RXN SMILES: [CH3:1][C:2]1([CH3:39])[CH2:7][CH:6]([O:8][C:9](=[O:36])[CH2:10][CH:11]([C:24]2[C:29]([CH3:30])=[CH:28][C:27]([OH:31])=[C:26]([C:32]([CH3:35])([CH3:34])[CH3:33])[CH:25]=2)[C:12]2[C:17]([CH3:18])=[CH:16][C:15]([OH:19])=[C:14]([C:20]([CH3:23])([CH3:22])[CH3:21])[CH:13]=2)[CH2:5][C:4]([CH3:38])([CH3:37])[NH:3]1.[C:40](O)(=[O:42])[CH3:41]>C(OC(=O)C)(=O)C>[C:40]([N:3]1[C:2]([CH3:39])([CH3:1])[CH2:7][CH:6]([O:8][C:9](=[O:36])[CH2:10][CH:11]([C:24]2[C:29]([CH3:30])=[CH:28][C:27]([OH:31])=[C:26]([C:32]([CH3:35])([CH3:34])[CH3:33])[CH:25]=2)[C:12]2[C:17]([CH3:18])=[CH:16][C:15]([OH:19])=[C:14]([C:20]([CH3:21])([CH3:22])[CH3:23])[CH:13]=2)[CH2:5][C:4]1([CH3:38])[CH3:37])(=[O:42])[CH3:41]. Procedure details: 10 g of 2,2,6,6-tetramethyl-4-[3,3-bis-(3-tert.-butyl-6-methyl-4-hydroxyphenyl)-propionyloxy]-piperidine are stirred in 25 ml of acetic anhydride at 110° for 6 hours. The acetic acid formed and excess anhydride are then distilled off under vacuum as completely as possible. The residue is cooled down to room temperature, 100 ml of water are added and are mixed in efficiently, and the precipitate is filtered off, is washed with water and is dried. Crystallising from acetonitrile gives 1-acetyl-2,2...